describe an organic reaction: reactants, conditions, products, and yield From a dataset of the Open Reaction Database (ORD), a public repository of structured organic reaction records. Solvent: C(C)O (ethyl alcohol). Starting materials: C(=O)C1=C(COC=2C(=NC=CC2)[N+](=O)[O-])C(=CC=C1)C=O (3-(2,6-diformylbenzyloxy)-2-nitropyridine), C(=O)C1=C(COC=2C(=NC=CC2)[N+](=O)[O-])C(=CC=C1)C (3-(2-formyl-6-methylbenzyloxy)-2-nitropyridine), [BH4-].[Na+] (sodium borohydride), ice water. Procedure: To a solution of a mixture (1.29 g) of 3-(2,6-diformylbenzyloxy)-2-nitropyridine and 3-(2-formyl-6-methylbenzyloxy)-2-nitropyridine in ethyl alcohol (30 ml) was added portionwise sodium borohydride (390 mg) with ice-cooling. After being stirred for 3 hours with ice-cooling, the reaction mixture was poured into ice-water and the resulting precipitates were filtrated off. The precipitates were subjected to column chromatography on silica gel (40 g), eluting with a mixture of chloroform and methano... Yields the product OCC1=C(COC=2C(=NC=CC2)[N+](=O)[O-])C(=CC=C1)C (3-(2-hydroxymethyl-6-methylbenzyloxy)-2-nitropyridine), OCC1=C(COC=2C(=NC=CC2)[N+](=O)[O-])C(=CC=C1)CO (3-[2,6-bis(hydroxymethyl)benzyloxy]-2-nitropyridine). As a reaction SMILES: [CH:1]([C:3]1[CH:19]=[CH:18][CH:17]=[C:16]([CH:20]=[O:21])[C:4]=1[CH2:5][O:6][C:7]1[C:8]([N+:13]([O-:15])=[O:14])=[N:9][CH:10]=[CH:11][CH:12]=1)=[O:2].C(C1C=CC=C(C)C=1COC1C([N+]([O-])=O)=NC=CC=1)=O.[BH4-].[Na+]>C(O)C>[OH:2][CH2:1][C:3]1[CH:19]=[CH:18][CH:17]=[C:16]([CH3:20])[C:4]=1[CH2:5][O:6][C:7]1[C:8]([N+:13]([O-:15])=[O:14])=[N:9][CH:10]=[CH:11][CH:12]=1.[OH:21][CH2:20][C:16]1[CH:17]=[CH:18][CH:19]=[C:3]([CH2:1][OH:2])[C:4]=1[CH2:5][O:6][C:7]1[C:8]([N+:13]([O-:15])=[O:14])=[N:9][CH:10]=[CH:11][CH:12]=1 |f:2.3|. Reaction conditions: time 3 hour.